This data is from the Open Reaction Database (ORD), a public repository of structured organic reaction records. The task is: describe an organic reaction: reactants, conditions, products, and yield Starting materials: N1CCC(CC1)COC1=NOC2=C1C(=CC=C2)OC2CCOCC2 (3-(Piperidin-4-ylmethoxy)-4-(tetrahydro-2H-pyran-4-yloxy)-1,2-benzisoxazole), C(=O)C1(CCCC1)C(=O)OC (methyl 1-formylcyclopentanecarboxylate), C(=O)C1(CCC1)C(=O)OC (methyl 1-formylcyclobutanecarboxylate). Yields the product O1CCC(CC1)OC1=CC=CC2=C1C(=NO2)OCC2CCN(CC2)CC2(CCCC2)C(=O)OC (Methyl 1-{[4-({[4-(tetrahydro-2H-pyran-4-yloxy)-1,2-benzisoxazol-3-yl]oxy}methyl)piperidin-1-yl]-methyl}cyclopentanecarboxylate). As a reaction SMILES: [NH:1]1[CH2:6][CH2:5][CH:4]([CH2:7][O:8][C:9]2[C:13]3[C:14]([O:18][CH:19]4[CH2:24][CH2:23][O:22][CH2:21][CH2:20]4)=[CH:15][CH:16]=[CH:17][C:12]=3[O:11][N:10]=2)[CH2:3][CH2:2]1.[CH:25]([C:27]1([C:32]([O:34][CH3:35])=[O:33])[CH2:31][CH2:30][CH2:29][CH2:28]1)=O.C(C1(C(OC)=O)CCC1)=O>>[O:22]1[CH2:23][CH2:24][CH:19]([O:18][C:14]2[C:13]3[C:9]([O:8][CH2:7][CH:4]4[CH2:3][CH2:2][N:1]([CH2:25][C:27]5([C:32]([O:34][CH3:35])=[O:33])[CH2:31][CH2:30][CH2:29][CH2:28]5)[CH2:6][CH2:5]4)=[N:10][O:11][C:12]=3[CH:17]=[CH:16][CH:15]=2)[CH2:20][CH2:21]1. Procedure details: The title compound was prepared according to the procedure described in Step 3 of EXAMPLE 2 using 3-(piperidin-4-ylmethoxy)-4-(tetrahydro-2H-pyran-4-yloxy)-1,2-benzisoxazole (EXAMPLE 27, Step 1) and methyl 1-formylcyclopentanecarboxylate (Synthesis, 1997, 32) instead of 3-(piperidin-4-ylmethoxy)-4-(2,2,2-trifluoroethoxy)-1,2-benzisoxazole and methyl 1-formylcyclobutanecarboxylate. The reactants are CC1(C)C=C(c2ccccn2)c2ccccc2O1, O=C(OO)c1cccc(Cl)c1, ClCCl. The product is CC1(C)C=C(c2cccc[n+]2[O-])c2ccccc2O1. As a reaction SMILES: [CH3:1][C:2]1([CH3:18])[O:3][c:4]2[c:5]([cH:14][cH:15][cH:16][cH:17]2)[C:6]([c:8]2[n:9][cH:10][cH:11][cH:12][cH:13]2)=[CH:7]1.[Cl:19][c:20]1[cH:21][cH:22][cH:23][c:24]([C:25]([O:26][OH:28])=[O:27])[cH:29]1.[Cl:30][CH2:31][Cl:32]>>[CH3:1][C:2]1([CH3:18])[O:3][c:4]2[c:5]([cH:14][cH:15][cH:16][cH:17]2)[C:6]([c:8]2[n+:9]([O-:27])[cH:10][cH:11][cH:12][cH:13]2)=[CH:7]1. Starting materials: NCC(=O)N[C@@H](CC1=CC(=NC=C1)OC)C(=O)OCC (ethyl glycyl-3-(2-methoxy-4-pyridinyl)alaninate), C(C)(C)N(C(C)C)CC (N,N-diisopropylethylamine). The solvent is CO (MeOH). Run at temperature 70 celsius, time 18 hour. Yields the product COC1=NC=CC(=C1)CC1C(NCC(N1)=O)=O (3-((2-methoxy-4-pyridinyl)methyl)-2,5-piperazinedione). The yield is 93.1%. As a reaction SMILES: [NH2:1][CH2:2][C:3]([NH:5][C@H:6]([C:16]([O:18]CC)=O)[CH2:7][C:8]1[CH:13]=[CH:12][N:11]=[C:10]([O:14][CH3:15])[CH:9]=1)=[O:4].C(N(CC)C(C)C)(C)C>CO>[CH3:15][O:14][C:10]1[CH:9]=[C:8]([CH2:7][CH:6]2[NH:5][C:3](=[O:4])[CH2:2][NH:1][C:16]2=[O:18])[CH:13]=[CH:12][N:11]=1. Procedure details: To a 100-mL round-bottomed flask was added ethyl glycyl-3-(2-methoxy-4-pyridinyl)alaninate (1.70 g, 6.03 mmol) and N,N-diisopropylethylamine (1.05 mL, 6.03 mmol) in MeOH (20 mL). The reaction mixture was stirred at 70° C. for 18 h and allowed to cool to room temperature. The solid formed was filtered and washed with MeOH to give 3-((2-methoxy-4-pyridinyl)methyl)-2,5-piperazinedione (1.32 g) as a white solid.